From a dataset of the Open Reaction Database (ORD), a public repository of structured organic reaction records. describe an organic reaction: reactants, conditions, products, and yield Reactants: CC=1N=CNC1 (4-methylimidazole), FC1=CC=C(C(=O)OCC)C=C1 (ethyl 4-fluorobenzoate). Product: CC=1N=CN(C1)C1=CC=C(CO)C=C1 (4-(4-Methylimidazol-1-yl)benzyl alcohol). RXN SMILES: [CH3:1][C:2]1[N:3]=[CH:4][NH:5][CH:6]=1.F[C:8]1[CH:18]=[CH:17][C:11]([C:12](OCC)=[O:13])=[CH:10][CH:9]=1>>[CH3:1][C:2]1[N:3]=[CH:4][N:5]([C:8]2[CH:18]=[CH:17][C:11]([CH2:12][OH:13])=[CH:10][CH:9]=2)[CH:6]=1. Procedure details: Prepared from 4-methylimidazole and ethyl 4-fluorobenzoate. Reactants: NC=1C=CC(=C(C(=O)OCC)C1)OC=1C=C(C=NC1)Cl (ethyl 5-amino-2-(3-chloro-5-pyridyloxy)benzoate), CC1=C(C=C(C=C1)[N+](=O)[O-])S(=O)(=O)Cl (2-methyl-5-nitrobenzenesulfonyl chloride), poly(4-vinylpyridine). Yields the product CC1=C(C=C(C=C1)[N+](=O)[O-])S(=O)(=O)NC=1C=CC(=C(C(=O)OCC)C1)OC=1C=C(C=NC1)Cl (ethyl 5-(2-methyl-5-nitrobenzenesulfonamido)-2-(3-chloro-5-pyridyloxy)benzoate). Yield: 89.0%. Reaction SMILES: [NH2:1][C:2]1[CH:3]=[CH:4][C:5]([O:13][C:14]2[CH:15]=[C:16]([Cl:20])[CH:17]=[N:18][CH:19]=2)=[C:6]([CH:12]=1)[C:7]([O:9][CH2:10][CH3:11])=[O:8].[CH3:21][C:22]1[CH:27]=[CH:26][C:25]([N+:28]([O-:30])=[O:29])=[CH:24][C:23]=1[S:31](Cl)(=[O:33])=[O:32]>>[CH3:21][C:22]1[CH:27]=[CH:26][C:25]([N+:28]([O-:30])=[O:29])=[CH:24][C:23]=1[S:31]([NH:1][C:2]1[CH:3]=[CH:4][C:5]([O:13][C:14]2[CH:15]=[C:16]([Cl:20])[CH:17]=[N:18][CH:19]=2)=[C:6]([CH:12]=1)[C:7]([O:9][CH2:10][CH3:11])=[O:8])(=[O:33])=[O:32]. Procedure details: The title compound was prepared using the procedure described in Example 3, beginning with 0.1 g of the aniline of Example 1 and 2-methyl-5-nitrobenzenesulfonyl chloride and adding poly(4-vinylpyridine) (250 mg, 60 mesh) to the reaction mixture. After workup, 0.15 g (89%) of the title sulfonamide was obtained. The reactants are BrC=1C(=NC=NC1)N (5-bromopyrimidin-4-amine), B1(OC(C(O1)(C)C)(C)C)B2OC(C(O2)(C)C)(C)C (bis(pinacolato)diboron), C(C)(=O)[O-].[K+] (potassium acetate), Teflon. Run at temperature 105 celsius, time 18 hour. The product is NC1=NC=NC=C1B(O)O (4-Aminopyrimidin-5-ylboronic acid). Reaction SMILES: Br[C:2]1[C:3]([NH2:8])=[N:4][CH:5]=[N:6][CH:7]=1.[B:9]1(B2OC(C)(C)C(C)(C)O2)[O:13]C(C)(C)C(C)(C)[O:10]1.C([O-])(=O)C.[K+]>>[NH2:8][C:3]1[C:2]([B:9]([OH:13])[OH:10])=[CH:7][N:6]=[CH:5][N:4]=1 |f:2.3|. Reported procedure: To a vial was added 5-bromopyrimidin-4-amine (0.200 g, 1.149 mmol), bis(pinacolato)diboron (0.438 g, 1.724 mmol), and potassium acetate (0.338 g, 3.45 mmol). The vial was capped with a rubber septum and then evacuated and backfilled with N2. Dioxane (volume: 0.120 ml) was added via syringe through the septum. The reaction mixture was sparged with N2, then 1,1′-bis(diphenylphosphino) ferrocenedichloropalladium(II) dichloromethane complex (0.042 g, 0.057 mmol) was added. The septum was then replac... Reactants: C(Cl)(Cl)Cl (chloroform), CC(C)([O-])C.[Na+] (sodium t-butoxide), C(C)O (ethanol), ClC1=C(C#N)C(=CC=C1)F (2-chloro-6-fluorobenzonitrile). Solvent: O (water), C1CCOC1 (THF). Run at time 30 minute. Yields the product ClC1=C(C#N)C(=CC=C1)OCC (2-chloro-6-ethoxybenzonitrile). Yield: 87.0%. As a reaction SMILES: [CH3:1][C:2](C)([O-:4])C.[Na+].C(O)C.[Cl:10][C:11]1[CH:18]=[CH:17][CH:16]=[C:15](F)[C:12]=1[C:13]#[N:14].C(Cl)(Cl)Cl>C1COCC1.O>[Cl:10][C:11]1[CH:18]=[CH:17][CH:16]=[C:15]([O:4][CH2:2][CH3:1])[C:12]=1[C:13]#[N:14] |f:0.1|. Procedure details: To a solution of sodium t-butoxide (65 g, 0.642 mol) in THF (1 L), at room temperature under a dry nitrogen atmosphere, ethanol (250 mL, 5.35 mol) was added over a 10 minute period. To the resulting solution, 2-chloro-6-fluorobenzonitrile (100 g, 0.642 mol) was added in portions. The reaction mixture was stirred at room temperature for 30 minutes and then reduced to a volume of approximately 250 mL under reduced pressure. The resulting mixture was poured into chloroform and water and the layers ...